From a dataset of the Open Reaction Database (ORD), a public repository of structured organic reaction records. describe an organic reaction: reactants, conditions, products, and yield Reactants: [Br-], C1CCOC1, COc1c(C)cc([Mg+])cc1C, O=C1Nc2ccccc2C1=O. Product: COc1c(C)cc(C2(O)C(=O)Nc3ccccc32)cc1C. As a reaction SMILES: [Br-:12].[CH2:24]1[O:25][CH2:26][CH2:27][CH2:28]1.[CH3:13][c:14]1[cH:15][c:16]([Mg+:23])[cH:17][c:18]([CH3:22])[c:19]1[O:20][CH3:21].[O:1]=[C:2]1[NH:3][c:4]2[cH:5][cH:6][cH:7][cH:8][c:9]2[C:10]1=[O:11]>>[O:1]=[C:2]1[NH:3][c:4]2[cH:5][cH:6][cH:7][cH:8][c:9]2[C:10]1([OH:11])[c:16]1[cH:15][c:14]([CH3:13])[c:19]([O:20][CH3:21])[c:18]([CH3:22])[cH:17]1. Reactants: S(=O)(Cl)Cl (thionyl chloride), CO (MeOH), BrC1=C(C=C(C(=O)O)C=C1)O (4-Bromo-3-hydroxy-benzoic acid). Run at temperature 50 celsius, time 10 minute. Yields the product COC(C1=CC(=C(C=C1)Br)O)=O (4-Bromo-3-hydroxy-benzoic acid methyl ester). RXN SMILES: S(Cl)(Cl)=O.[Br:5][C:6]1[CH:14]=[CH:13][C:9]([C:10]([OH:12])=[O:11])=[CH:8][C:7]=1[OH:15].[CH3:16]O>>[CH3:16][O:11][C:10](=[O:12])[C:9]1[CH:13]=[CH:14][C:6]([Br:5])=[C:7]([OH:15])[CH:8]=1. Reported procedure: 1.5 ml of thionyl chloride was added to 40 ml of MeOH at 0° C. The solution was stirred for 10 min and 5 g of 4-Bromo-3-hydroxy-benzoic acid was added. The reaction was stirred for 16 h at RT then heated to 50° C. for 3 h. The solvents were removed under reduced pressure. The residue was used directly in the next step. Yield 5.92 g The reactants are C12C(CCC1)O2 (Cyclopentene oxide), C(C1=CC=CC=C1)N (benzylamine). The reagents and catalysts are CC([O-])C.[Ti+4].CC([O-])C.CC([O-])C.CC([O-])C (titanium isopropoxide). Solvent: CCOC(=O)C (EtOAc). The product is C(C1=CC=CC=C1)N[C@H]1[C@@H](CCC1)O (trans-2-(benzylamino)cyclopentanol). Reaction SMILES: [CH:1]12[O:6][CH:2]1[CH2:3][CH2:4][CH2:5]2.[CH2:7]([NH2:14])[C:8]1[CH:13]=[CH:12][CH:11]=[CH:10][CH:9]=1>CCOC(C)=O.CC(C)[O-].[Ti+4].CC(C)[O-].CC(C)[O-].CC(C)[O-]>[CH2:7]([NH:14][C@@H:2]1[CH2:3][CH2:4][CH2:5][C@H:1]1[OH:6])[C:8]1[CH:13]=[CH:12][CH:11]=[CH:10][CH:9]=1 |f:3.4.5.6.7|. Procedure: Cyclopentene oxide (5.0 g, 59.1 mmol), benzylamine (7.0 g, 65.3 mmol) and titanium isopropoxide (3.40 g, 12.0 mmol) were taken in a microwave vial and microwaved at 150° C. for 3 hours. The reaction mixture was then cooled and diluted with EtOAc (100 mL). The organic layer was washed with water and dried over anhydrous Na2SO4. Evaporation of the solvent in vacuo and purification on a silica gel column (0 to 20% MeOH/CH2Cl2) afforded trans-2-(benzylamino)cyclopentanol. MS APCl calc'd for C12H17NO... Reactants: ClC(=O)OC1=CC=C(C=C1)OC1=NC=C(C=C1)C(F)(F)F (4-(5-trifluoromethyl-pyridin-2-yloxy)-phenyl chloroformate), Cl.CN(C1CCNCC1)CCC1=CC=CC=C1 (methyl-phenethyl-piperidin-4-yl-amine, hydrochloride). Product: FC(C=1C=CC(=NC1)OC1=CC=C(C=C1)OC(=O)N1CCC(CC1)N(CCC1=CC=CC=C1)C)(F)F (4-(Methyl-phenethyl-amino)-piperidine-1-carboxylic acid 4-(5-trifluoromethyl-pyridin-2-yloxy)-phenyl ester). As a reaction SMILES: Cl[C:2]([O:4][C:5]1[CH:10]=[CH:9][C:8]([O:11][C:12]2[CH:17]=[CH:16][C:15]([C:18]([F:21])([F:20])[F:19])=[CH:14][N:13]=2)=[CH:7][CH:6]=1)=[O:3].Cl.[CH3:23][N:24]([CH2:31][CH2:32][C:33]1[CH:38]=[CH:37][CH:36]=[CH:35][CH:34]=1)[CH:25]1[CH2:30][CH2:29][NH:28][CH2:27][CH2:26]1>>[F:19][C:18]([F:21])([F:20])[C:15]1[CH:16]=[CH:17][C:12]([O:11][C:8]2[CH:9]=[CH:10][C:5]([O:4][C:2]([N:28]3[CH2:27][CH2:26][CH:25]([N:24]([CH3:23])[CH2:31][CH2:32][C:33]4[CH:38]=[CH:37][CH:36]=[CH:35][CH:34]=4)[CH2:30][CH2:29]3)=[O:3])=[CH:6][CH:7]=2)=[N:13][CH:14]=1 |f:1.2|. Procedure details: The title compound was prepared from 4-(5-trifluoromethyl-pyridin-2-yloxy)-phenyl chloroformate and methyl-phenethyl-piperidin-4-yl-amine, hydrochloride, preparative HPLC (Method C) (37%, colourless oil). HPLC-MS m/z=500.1 (M+1), Rt: 3.26 min. Reactants: C(C)(C)(C)OC(=O)N1CC2=CC=C(C=C2C1)C1=COCCC1 (5-(5,6-dihydro-4H-pyran-3-yl)-1,3-dihydro-isoindole-2-carboxylic acid tert-butyl ester), C(=O)[O-].[NH4+] (ammonium formate). Yields the product C(C)(C)(C)OC(=O)N1CC2=CC=C(C=C2C1)C1COCCC1 (rac-5-(Tetrahydro-pyran-3-yl)-1,3-dihydro-isoindole-2-carboxylic acid tert-butyl ester). Reaction SMILES: [C:1]([O:5][C:6]([N:8]1[CH2:16][C:15]2[C:10](=[CH:11][CH:12]=[C:13]([C:17]3[CH2:22][CH2:21][CH2:20][O:19][CH:18]=3)[CH:14]=2)[CH2:9]1)=[O:7])([CH3:4])([CH3:3])[CH3:2].C([O-])=O.[NH4+]>>[C:1]([O:5][C:6]([N:8]1[CH2:16][C:15]2[C:10](=[CH:11][CH:12]=[C:13]([CH:17]3[CH2:22][CH2:21][CH2:20][O:19][CH2:18]3)[CH:14]=2)[CH2:9]1)=[O:7])([CH3:4])([CH3:2])[CH3:3] |f:1.2|. Procedure: Prepared in analogy to Example A49(b) from 5-(5,6-dihydro-4H-pyran-3-yl)-1,3-dihydro-isoindole-2-carboxylic acid tert-butyl ester and ammonium formate. Light yellow oil. MS (m/e): 248.1 ([M+H−Me2C═CH2]+, 100%).